This data is from the Open Reaction Database (ORD), a public repository of structured organic reaction records. The task is: describe an organic reaction: reactants, conditions, products, and yield The reactants are CCCCS(=O)c1ccc2c(c1)C=Cc1ccccc1N(C(C)=O)C2, CO. Product: CCCCS(=O)c1ccc2c(c1)CCc1ccccc1N(C(C)=O)C2. As a reaction SMILES: [C:1]([CH3:2])(=[O:3])[N:4]1[c:5]2[c:6]([cH:22][cH:23][cH:24][cH:25]2)[CH:7]=[CH:8][c:9]2[c:10]([cH:12][cH:13][c:14]([S:16](=[O:17])[CH2:18][CH2:19][CH2:20][CH3:21])[cH:15]2)[CH2:11]1.[CH3:26][OH:27]>>[C:1]([CH3:2])(=[O:3])[N:4]1[c:5]2[c:6]([cH:22][cH:23][cH:24][cH:25]2)[CH2:7][CH2:8][c:9]2[c:10]([cH:12][cH:13][c:14]([S:16](=[O:17])[CH2:18][CH2:19][CH2:20][CH3:21])[cH:15]2)[CH2:11]1. The reactants are C(C)(C)(C)N1C=C(C(C2=CC(=C(N=C12)N(C)C)F)=O)C(=O)OCC (ethyl 1-tert-butyl-7-(dimethylamino)-6-fluoro-4-oxo-1,4-dihydro-1,8-naphthyridine-3-carboxylate). Solvent: Cl (HCl). Yields the product CN(C1=C(C=C2C(C(=CNC2=N1)C(=O)O)=O)F)C (7-(dimethylamino)-6-fluoro-4-oxo-1,4-dihydro-1,8-naphthyridine-3-carboxylic acid). As a reaction SMILES: C([N:5]1[C:14]2[C:9](=[CH:10][C:11]([F:18])=[C:12]([N:15]([CH3:17])[CH3:16])[N:13]=2)[C:8](=[O:19])[C:7]([C:20]([O:22]CC)=[O:21])=[CH:6]1)(C)(C)C>Cl>[CH3:16][N:15]([CH3:17])[C:12]1[N:13]=[C:14]2[C:9]([C:8](=[O:19])[C:7]([C:20]([OH:22])=[O:21])=[CH:6][NH:5]2)=[CH:10][C:11]=1[F:18]. Procedure: A solution of EXAMPLE 69A (155 mg) in 6M HCl (10 mL) was heated at 110° C. for 18 hours then cooled and filtered. NMR (300 MHz, CDCl3) δ 8.64 (d, 1H), 8.00 (d, 1H), 3.32 (d, 6H). Yields the product C12CN(CC(CC1)O2)C2=C1C(=NC(=N2)C2=CC=C(C=C2)NC(OCC(C)O)=O)N(N=C1)CC (2-hydroxypropyl 4-(4-(8-oxa-3-azabicyclo[3.2.1]octan-3-yl)-1-ethyl-1H-pyrazolo[3,4-d]pyrimidin-6-yl)phenylcarbamate). RXN SMILES: C(=O)([O-])N.[CH:5]12[O:12][CH:9]([CH2:10][CH2:11]1)[CH2:8][N:7]([C:13]1[N:18]=[C:17]([C:19]3[CH:24]=[CH:23][C:22]([NH:25][C:26](NCC)=[O:27])=[CH:21][CH:20]=3)[N:16]=[C:15]3[N:31]([CH:34]4CCN(C(OCC)=O)C[CH2:35]4)[N:32]=[CH:33][C:14]=13)[CH2:6]2.[CH2:45]([OH:49])[CH:46]([OH:48])[CH3:47]>>[CH:9]12[O:12][CH:5]([CH2:11][CH2:10]1)[CH2:6][N:7]([C:13]1[N:18]=[C:17]([C:19]3[CH:24]=[CH:23][C:22]([NH:25][C:26](=[O:27])[O:49][CH2:45][CH:46]([OH:48])[CH3:47])=[CH:21][CH:20]=3)[N:16]=[C:15]3[N:31]([CH2:34][CH3:35])[N:32]=[CH:33][C:14]=13)[CH2:8]2. Reported procedure: A carbamate formation procedure similar to that used for the synthesis of ethyl 4-(4-(8-oxa-3-azabicyclo[3.2.1]octan-3-yl)-6-(4-(3-ethylureido)phenyl)-1H-pyrazolo[3,4-d]pyrimidin-1-yl)piperidine-1-carboxylate is used, utilizing 1,2-propanediol as the alcohol component. (24%, MS=453.2 (M+H)) The reactants are alcohol, C(N)([O-])=O (carbamate), C12CN(CC(CC1)O2)C2=C1C(=NC(=N2)C2=CC=C(C=C2)NC(=O)NCC)N(N=C1)C1CCN(CC1)C(=O)OCC (ethyl 4-(4-(8-oxa-3-azabicyclo[3.2.1]octan-3-yl)-6-(4-(3-ethylureido)phenyl)-1H-pyrazolo[3,4-d]pyrimidin-1-yl)piperidine-1-carboxylate), C(C(C)O)O (1,2-propanediol). Starting materials: CC(C)(C)C1CCC(N)CC1, [BH3-]C#N, CC(=O)O, CN1CCCC1=O, COC(OC)OC, CO, O=Cc1ccc(C(=O)NCC(O)C(=O)O)cc1, [Na+]. Product: CC(C)(C)C1CCC(NCc2ccc(C(=O)NCC(O)C(=O)O)cc2)CC1. Reaction SMILES: [C:18]([CH3:19])([CH3:20])([CH3:21])[CH:22]1[CH2:23][CH2:24][CH:25]([NH2:28])[CH2:26][CH2:27]1.[C:33]([BH3-:34])#[N:35].[CH3:29][C:30](=[O:31])[OH:32].[CH3:37][N:38]1[CH2:39][CH2:40][CH2:41][C:42]1=[O:43].[CH3:44][O:45][CH:46]([O:47][CH3:48])[O:49][CH3:50].[CH3:51][OH:52].[CH:1](=[O:2])[c:3]1[cH:4][cH:5][c:6]([C:7](=[O:8])[NH:9][CH2:10][CH:11]([C:12](=[O:13])[OH:14])[OH:15])[cH:16][cH:17]1.[Na+:36]>>[CH2:1]([c:3]1[cH:4][cH:5][c:6]([C:7](=[O:8])[NH:9][CH2:10][CH:11]([C:12](=[O:13])[OH:14])[OH:15])[cH:16][cH:17]1)[NH:28][CH:25]1[CH2:24][CH2:23][CH:22]([C:18]([CH3:19])([CH3:20])[CH3:21])[CH2:27][CH2:26]1.